Dataset: the Open Reaction Database (ORD), a public repository of structured organic reaction records. Task: describe an organic reaction: reactants, conditions, products, and yield Procedure details: 60 ml of 25% aqueous ammonia solution and 30 ml of methanol were added to a suspension of 3.0 g of 7-iodo-5-(2-pyridyl)-3H-1,4-benzodiazepine-2(1H)-thione in 200 ml of tetrahydrofuran. The mixture was stirred at room temperature for 16 h., with the solution which formed being concentrated to about 50 ml in a vacuum. The crystals were filtered off, washed with water, dried, stirred in 25 ml of dioxan at 100° C., cooled and filtered off. There were obtained 2.35 g of 2-amino-7-iodo-5-(2-pyridyl)-3... RXN SMILES: [NH3:1].CO.[I:4][C:5]1[CH:6]=[CH:7][C:8]2[NH:14][C:13](=S)[CH2:12][N:11]=[C:10]([C:16]3[CH:21]=[CH:20][CH:19]=[CH:18][N:17]=3)[C:9]=2[CH:22]=1>O1CCCC1>[NH2:1][C:13]1[CH2:12][N:11]=[C:10]([C:16]2[CH:21]=[CH:20][CH:19]=[CH:18][N:17]=2)[C:9]2[CH:22]=[C:5]([I:4])[CH:6]=[CH:7][C:8]=2[N:14]=1. Starting materials: N (ammonia), CO (methanol), IC=1C=CC2=C(C(=NCC(N2)=S)C2=NC=CC=C2)C1 (7-iodo-5-(2-pyridyl)-3H-1,4-benzodiazepine-2(1H)-thione). The product is NC1=NC2=C(C(=NC1)C1=NC=CC=C1)C=C(C=C2)I (2-amino-7-iodo-5-(2-pyridyl)-3H-1,4-benzodiazepine). Conditions: time 16 hour. Run in O1CCCC1 (tetrahydrofuran). Reactants: O (water), C(C)(=O)O (acetic acid), C[Si](OC)(OC)OC (methyltrimethoxysilane), C(C1CO1)OCCC[Si](OC)(OC)C (3-glycidoxypropylmethyldimethoxysilane), O (water). Solvent: CO (Methanol). Conditions: time 5 hour. The product is C(C(=C)C)(=O)OC.C(C=C)(=O)OCCCC (MMA BA). The yield is 1261.6%. RXN SMILES: [OH2:1].[C:2](O)(=O)C.[CH3:6][Si]([O:12][CH3:13])(OC)OC.[CH2:14]([O:18][CH2:19][CH2:20][CH2:21][Si](C)(OC)OC)[CH:15]1O[CH2:16]1>CO>[C:19]([O:12][CH3:13])(=[O:18])[C:20]([CH3:21])=[CH2:2].[C:14]([O:18][CH2:19][CH2:20][CH2:21][CH3:6])(=[O:1])[CH:15]=[CH2:16] |f:5.6|. Reported procedure: A 2-liter flask was charged with 700 g of deionized water and 20 g of 1N acetic acid. While the flask was cooled with water so as to maintain the internal temperature below 30° C., with stirring, 544 g (4.0 mol) of methyltrimethoxysilane and 110 g (0.5 mol) of 3-glycidoxypropylmethyldimethoxysilane were added dropwise over 1-1/2 hours for hydrolysis. The reaction solution was ripened for 5 hours at 30° C. Methanol formed and water were distilled off at 60° C. and 30 mmHg in a total amount of 392... Reactants: CCOC(=O)c1ccc2c(c1)nc(-c1ccc3nc(C(=O)NCc4ccc(Cl)cc4)ccc3c1)n2C1CCCCC1, CC(C)Nc1ccc(Cl)cc1. Yields the product CCOC(=O)c1ccc2c(c1)nc(-c1ccc3nc(C(=O)N(c4ccc(Cl)cc4)C(C)C)ccc3c1)n2C1CCCCC1. As a reaction SMILES: [CH2:1]([CH3:2])[O:3][C:4](=[O:5])[c:6]1[cH:7][c:8]2[c:9]([n:10]([CH:34]3[CH2:35][CH2:36][CH2:37][CH2:38][CH2:39]3)[c:11](-[c:13]3[cH:14][c:15]4[cH:16][cH:17][c:18]([C:23]([NH:24][CH2:25][c:26]5[cH:27][cH:28][c:29]([Cl:30])[cH:31][cH:32]5)=[O:33])[n:19][c:20]4[cH:21][cH:22]3)[n:12]2)[cH:40][cH:41]1.[Cl:42][c:43]1[cH:44][cH:45][c:46]([NH:49][CH:50]([CH3:51])[CH3:52])[cH:47][cH:48]1>>[CH2:1]([CH3:2])[O:3][C:4](=[O:5])[c:6]1[cH:7][c:8]2[c:9]([n:10]([CH:34]3[CH2:35][CH2:36][CH2:37][CH2:38][CH2:39]3)[c:11](-[c:13]3[cH:14][c:15]4[cH:16][cH:17][c:18]([C:23](=[O:33])[N:49]([c:46]5[cH:45][cH:44][c:43]([Cl:42])[cH:48][cH:47]5)[CH:50]([CH3:51])[CH3:52])[n:19][c:20]4[cH:21][cH:22]3)[n:12]2)[cH:40][cH:41]1.